This data is from the Open Reaction Database (ORD), a public repository of structured organic reaction records. The task is: describe an organic reaction: reactants, conditions, products, and yield Starting materials: [H-].[Na+] (NaH), COC(CCCCCCCN1C(NC2=C1C=CC=C2)=O)=O (8-(2-oxo-benzimidazolin-1-yl)-caprylic acid methyl ester), CC1=CC=C(CCl)C=C1 (4-methylbenzylchloride). Run in CN(C)C=O (DMF). Yields the product COC(CCCCCCCN1C(N(C2=C1C=CC=C2)CC2=CC=C(C=C2)C)=O)=O (8-[3-(4-Methylbenzyl)-2-oxo-benzimidazolin-1-yl]-caprylic acid methyl ester). Reaction SMILES: [H-].[Na+].[CH3:3][O:4][C:5](=[O:23])[CH2:6][CH2:7][CH2:8][CH2:9][CH2:10][CH2:11][CH2:12][N:13]1[C:17]2[CH:18]=[CH:19][CH:20]=[CH:21][C:16]=2[NH:15][C:14]1=[O:22].[CH3:24][C:25]1[CH:32]=[CH:31][C:28]([CH2:29]Cl)=[CH:27][CH:26]=1>CN(C=O)C>[CH3:3][O:4][C:5](=[O:23])[CH2:6][CH2:7][CH2:8][CH2:9][CH2:10][CH2:11][CH2:12][N:13]1[C:17]2[CH:18]=[CH:19][CH:20]=[CH:21][C:16]=2[N:15]([CH2:24][C:25]2[CH:32]=[CH:31][C:28]([CH3:29])=[CH:27][CH:26]=2)[C:14]1=[O:22] |f:0.1|. Reported procedure: The product is produced as described in example 1 from 0.72 g of NaH (80% suspension in mineral oil), 7 g. of 8-(2-oxo-benzimidazolin-1-yl)-caprylic acid methyl ester, 100 cc. of DMF, 3.4 g. of 4-methylbenzylchloride and 0.72 g. of NaJ. Eluant for chromatographic purification: hexane/ethylacetate. Reactants: FC(OC=1C=C(CBr)C=CC1)(F)F (3-(trifluoromethoxy)benzyl bromide), C(C)(C)(C)ON1C(CC(CC1)(CO)CC1=CC(=CC=C1)OC(F)(F)F)=C=O (N-tert-butoxy-carbonyl-4-(3-trifluoromethoxybenzyl)-4-hydroxymethylpiperidine), Cl.C(#N)C1=CC=C(CN2C(=NC=C2CCl)C)C=C1 (1-(4-cyanobenzyl)-5-chloromethyl-2-methylimidazole hydrochloride salt). Yields the product Cl.COCC1(CCN(CC1)CC1=CN=C(N1CC1=CC=C(C#N)C=C1)C)CC1=CC(=CC=C1)OC(F)(F)F (4-{5-[4-Methoxymethyl-4-(3-trifluoromethoxybenzyl)piperidine-1-ylmethyl]-2-methylimidazol-1-ylmethyl}benzonitrile hydrochloride salt). RXN SMILES: F[C:2](F)(F)OC1C=C(C=CC=1)CBr.C(O[N:19]1[CH2:24][CH2:23][C:22]([CH2:27][C:28]2[CH:33]=[CH:32][CH:31]=[C:30]([O:34][C:35]([F:38])([F:37])[F:36])[CH:29]=2)([CH2:25][OH:26])[CH2:21][C:20]1=C=O)(C)(C)C.Cl.[C:42]([C:44]1[CH:58]=[CH:57][C:47]([CH2:48][N:49]2[C:53]([CH2:54][Cl:55])=[CH:52][N:51]=[C:50]2[CH3:56])=[CH:46][CH:45]=1)#[N:43]>>[ClH:55].[CH3:2][O:26][CH2:25][C:22]1([CH2:27][C:28]2[CH:33]=[CH:32][CH:31]=[C:30]([O:34][C:35]([F:36])([F:38])[F:37])[CH:29]=2)[CH2:23][CH2:24][N:19]([CH2:54][C:53]2[N:49]([CH2:48][C:47]3[CH:57]=[CH:58][C:44]([C:42]#[N:43])=[CH:45][CH:46]=3)[C:50]([CH3:56])=[N:51][CH:52]=2)[CH2:20][CH2:21]1 |f:2.3,4.5|. Reported procedure: The title compound was prepared using the protocol described in Example 30, Step A-C using 3-(trifluoromethoxy)benzyl bromide in Step B, and in Example 52, Step B-E substituting N-tert-butoxycarbonyl-4-(3-methylbenzyl)-4-hydroxymethylpiperidine with N-tert-butoxy-carbonyl-4-(3-trifluoromethoxybenzyl)-4-hydroxymethylpiperidine in Step B, and substituting 1-(4-cyanobenzyl)-5-chloromethyl-imidazole hydro-chloride salt with 1-(4-cyanobenzyl)-5-chloromethyl-2-methylimidazole hydrochloride salt in Ste... The reactants are O (water), [Si](C)(C)(C(C)(C)C)OCC[C@@]1(C=C[C@H](C1)NC(OC(C)(C)C)=O)C(=O)N1CC=2C=C(C=NC2CC1)C(F)(F)F (tert-butyl ((1S,4S)-4-(2-((tert-butyldimethylsilyl)oxy)ethyl)-4-(3-(trifluoromethyl)-5,6,7,8-tetrahydro-1,6-naphthyridine-6-carbonyl)cyclopent-2-en-1-yl)carbamate), CCCC[N+](CCCC)(CCCC)CCCC.[F-] (TBAF), solution. Solvent: C1CCOC1 (THF), C1CCOC1 (THF). Run at time 1 hour. Yields the product OCC[C@@]1(C=C[C@H](C1)NC(OC(C)(C)C)=O)C(=O)N1CC=2C=C(C=NC2CC1)C(F)(F)F (tert-butyl ((1S,4S)-4-(2-hydroxyethyl)-4-(3-(trifluoromethyl)-5,6,7,8-tetrahydro-1,6-naphthyridine-6-carbonyl)cyclopent-2-en-1-yl)carbamate). RXN SMILES: [Si]([O:8][CH2:9][CH2:10][C@@:11]1([C:24]([N:26]2[CH2:35][CH2:34][C:33]3[N:32]=[CH:31][C:30]([C:36]([F:39])([F:38])[F:37])=[CH:29][C:28]=3[CH2:27]2)=[O:25])[CH2:15][C@H:14]([NH:16][C:17](=[O:23])[O:18][C:19]([CH3:22])([CH3:21])[CH3:20])[CH:13]=[CH:12]1)(C(C)(C)C)(C)C.CCCC[N+](CCCC)(CCCC)CCCC.[F-].O>C1COCC1>[OH:8][CH2:9][CH2:10][C@@:11]1([C:24]([N:26]2[CH2:35][CH2:34][C:33]3[N:32]=[CH:31][C:30]([C:36]([F:39])([F:38])[F:37])=[CH:29][C:28]=3[CH2:27]2)=[O:25])[CH2:15][C@H:14]([NH:16][C:17](=[O:23])[O:18][C:19]([CH3:22])([CH3:21])[CH3:20])[CH:13]=[CH:12]1 |f:1.2|. Reported procedure: To a solution of the product of Step C (3.52 g, 6.18 mmol, 1 eq) in THF (50 mL) at rt was added TBAF in THF (12.36 mL of a 1 M solution, 12.36 mmol, 2 eq). After 1 hr, water was added, the solution extracted with DCM, the organics combined, dried over MgSO4, and concentrated. Purification by chromatography (80 g column) eluting with 2 to 6% methanol/DCM with ammonia afforded the title compound of Step D. 1H NMR (CHLOROFORM-d) δ: 8.71 (s, 1H), 7.70 (s, 1H), 6.28 (dd, J=5.9, 2.0 Hz, 1H), 5.78 (dd,... Reactants: BrCC=1C(=NOC1C)C1=C(C=CC=C1Cl)Cl (4-bromomethyl-3-(2,6-dichloro-phenyl)-5-methyl-isoxazole), COC(COC1=C2CCCC2=C(C=C1)S)=O ((7-Mercapto-indan-4-yloxy)-acetic acid methyl ester). Product: ClC1=C(C(=CC=C1)Cl)C1=NOC(=C1CSC=1C=CC(=C2CCCC12)OCC(=O)O)C ({7-[3-(2,6-Dichloro-phenyl)-5-methyl-isoxazol-4-ylmethylsulfanyl]-indan-4-yloxy}-acetic acid). RXN SMILES: Br[CH2:2][C:3]1[C:4]([C:9]2[C:14]([Cl:15])=[CH:13][CH:12]=[CH:11][C:10]=2[Cl:16])=[N:5][O:6][C:7]=1[CH3:8].C[O:18][C:19](=[O:32])[CH2:20][O:21][C:22]1[CH:30]=[CH:29][C:28]([SH:31])=[C:27]2[C:23]=1[CH2:24][CH2:25][CH2:26]2>>[Cl:16][C:10]1[CH:11]=[CH:12][CH:13]=[C:14]([Cl:15])[C:9]=1[C:4]1[C:3]([CH2:2][S:31][C:28]2[CH:29]=[CH:30][C:22]([O:21][CH2:20][C:19]([OH:32])=[O:18])=[C:23]3[C:27]=2[CH2:26][CH2:25][CH2:24]3)=[C:7]([CH3:8])[O:6][N:5]=1. Procedure: The title compound was prepared in the manner analogous to Example 1F using commercially available 4-bromomethyl-3-(2,6-dichloro-phenyl)-5-methyl-isoxazole and 12C. MS m/z 478 (M+1). The reactants are Oc1c(nc(Br)c2cccnc12)C(=O)NCc3ccc(F)cc3, CC1(C)OB(OC1(C)C)c2cccc(c2)C3(CC3)NC(=O)OCc4ccccc4. Reagents/catalysts: CCN=P(N=P(N(C)C)(N(C)C)N(C)C)(N(C)C)N(C)C (P2-Et), CC(C)c1cc(C(C)C)c(-c2ccccc2[PH](C(C)(C)C)(C(C)(C)C)[Pd]2(OS(C)(=O)=O)Nc3ccccc3-c3ccccc32)c(C(C)C)c1 (tBuXphos G3). The solvent is CS(C)=O (DMSO), O (water), CS(C)=O (DMSO), CS(C)=O (DMSO), CS(C)=O (DMSO). Conditions: time 22 hour. Yields the product Oc1c(nc(c2cccc(c2)C3(CC3)NC(=O)OCc4ccccc4)c5cccnc15)C(=O)NCc6ccc(F)cc6, Oc1c(nc(Br)c2cccnc12)C(=O)NCc3ccc(F)cc3, c1ccc(-c2ccccc2)cc1. The reactants are O=C1N(C(c2ccccc2)c2ccccc2)c2ccccc2C1(O)c1ccc(OCc2ccccc2)cc1O, O=C1N(C(c2ccccc2)c2ccccc2)c2cccc(Cl)c2C1(O)c1cc2c(cc1O)OCC2. Product: O=C1C(c2ccc(OCc3ccccc3)cc2O)c2ccccc2N1C(c1ccccc1)c1ccccc1. Reaction SMILES: [CH2:1]([c:2]1[cH:3][cH:4][cH:5][cH:6][cH:7]1)[O:8][c:9]1[cH:10][c:11]([OH:39])[c:12]([C:15]2([OH:38])[C:16](=[O:37])[N:17]([CH:24]([c:25]3[cH:26][cH:27][cH:28][cH:29][cH:30]3)[c:31]3[cH:32][cH:33][cH:34][cH:35][cH:36]3)[c:18]3[cH:19][cH:20][cH:21][cH:22][c:23]32)[cH:13][cH:14]1.[Cl:40][c:41]1[cH:42][cH:43][cH:44][c:45]2[c:46]1[C:47]([OH:48])([c:49]1[c:50]([OH:51])[cH:52][c:53]3[c:57]([cH:58]1)[CH2:56][CH2:55][O:54]3)[C:59](=[O:60])[N:61]2[CH:62]([c:63]1[cH:64][cH:65][cH:66][cH:67][cH:68]1)[c:69]1[cH:70][cH:71][cH:72][cH:73][cH:74]1>>[CH2:1]([c:2]1[cH:3][cH:4][cH:5][cH:6][cH:7]1)[O:8][c:9]1[cH:10][c:11]([OH:39])[c:12]([CH:15]2[C:16](=[O:37])[N:17]([CH:24]([c:25]3[cH:26][cH:27][cH:28][cH:29][cH:30]3)[c:31]3[cH:32][cH:33][cH:34][cH:35][cH:36]3)[c:18]3[cH:19][cH:20][cH:21][cH:22][c:23]32)[cH:13][cH:14]1. Starting materials: [BH4-], CC(=O)c1cccc(C#N)c1, CC(C)Oc1ccccc1N1CCNCC1, CC(C)[O-], CC(C)[O-], CC(C)[O-], CC(C)[O-], CO, [Na+], [Ti+4]. RXN SMILES: [BH4-:28].[C:17]([CH3:18])(=[O:19])[c:20]1[cH:21][c:22]([C:23]#[N:24])[cH:25][cH:26][cH:27]1.[CH3:1][CH:2]([CH3:3])[O:4][c:5]1[c:6]([N:11]2[CH2:12][CH2:13][NH:14][CH2:15][CH2:16]2)[cH:7][cH:8][cH:9][cH:10]1.[CH3:30][CH:31]([CH3:32])[O-:33].[CH3:35][CH:36]([CH3:37])[O-:38].[CH3:39][CH:40]([CH3:41])[O-:42].[CH3:43][CH:44]([CH3:45])[O-:46].[CH3:47][OH:48].[Na+:29].[Ti+4:34]>>[CH3:1][CH:2]([CH3:3])[O:4][c:5]1[c:6]([N:11]2[CH2:12][CH2:13][N:14]([CH:17]([CH3:18])[c:20]3[cH:21][c:22]([C:23]#[N:24])[cH:25][cH:26][cH:27]3)[CH2:15][CH2:16]2)[cH:7][cH:8][cH:9][cH:10]1. Product: CC(C)Oc1ccccc1N1CCN(C(C)c2cccc(C#N)c2)CC1. The reactants are ClC1=C(C(=NC(=C1C(=O)C(C(=O)OCC)=CNC1CC1)C)Cl)Cl (ethyl 2-(4,5,6-trichloro-2-methyl-nicotinoyl)-3-cyclopropylamino-acrylate), C([O-])([O-])=O.[K+].[K+] (potassium carbonate), Ice water. Run in CN(C)C=O (DMF). Product: ClC1=NC(=C2C(C(=CN(C2=C1Cl)C1CC1)C(=O)OCC)=O)C (Ethyl 7,8-dichloro-1-cyclopropyl-1,4-dihydro-5-methyl-4-oxo-1,6-naphthyridine-3-carboxylate). Reaction SMILES: Cl[C:2]1[C:7]([C:8]([C:10](=[CH:16][NH:17][CH:18]2[CH2:20][CH2:19]2)[C:11]([O:13][CH2:14][CH3:15])=[O:12])=[O:9])=[C:6]([CH3:21])[N:5]=[C:4]([Cl:22])[C:3]=1[Cl:23].C(=O)([O-])[O-].[K+].[K+]>CN(C=O)C>[Cl:22][C:4]1[C:3]([Cl:23])=[C:2]2[C:7]([C:8](=[O:9])[C:10]([C:11]([O:13][CH2:14][CH3:15])=[O:12])=[CH:16][N:17]2[CH:18]2[CH2:20][CH2:19]2)=[C:6]([CH3:21])[N:5]=1 |f:1.2.3|. Procedure details: 4.8 g (0.01 mol) of ethyl 2-(4,5,6-trichloro-2-methyl-nicotinoyl)-3-cyclopropylamino-acrylate are heated with 2.2 g (0.016 mol) of potassium carbonate in 40 ml of DMF at 100° C. for four hours. Ice-water is added to the cooled mixture and the product is isolated, washed with ice-water and dried. Reactants: BrC1=CC=C(C=C1)C1=NSC2=C1C=CC(=C2)C#CCCCO (5-[3-(4-Bromo-phenyl)-benzo[d]isothiazol-6-yl]-pent-4-yn-1-ol), CS(=O)(=O)Cl (methane sulfonyl chloride). Product: BrC1=CC=C(C=C1)C1=NSC2=C1C=CC(=C2)C#CCCCOS(=O)(=O)C (Methanesulfonic acid 5-[3-(4-bromo-phenyl)-benzo[d]isothiazol-6-yl]-pent-4-ynyl ester). RXN SMILES: [Br:1][C:2]1[CH:7]=[CH:6][C:5]([C:8]2[C:12]3[CH:13]=[CH:14][C:15]([C:17]#[C:18][CH2:19][CH2:20][CH2:21][OH:22])=[CH:16][C:11]=3[S:10][N:9]=2)=[CH:4][CH:3]=1.[CH3:23][S:24](Cl)(=[O:26])=[O:25]>>[Br:1][C:2]1[CH:3]=[CH:4][C:5]([C:8]2[C:12]3[CH:13]=[CH:14][C:15]([C:17]#[C:18][CH2:19][CH2:20][CH2:21][O:22][S:24]([CH3:23])(=[O:26])=[O:25])=[CH:16][C:11]=3[S:10][N:9]=2)=[CH:6][CH:7]=1. Procedure: In analogy to example 15.1, 5-[3-(4-Bromo-phenyl)-benzo[d]isothiazol-6-yl]-pent-4-yn-1-ol and methane sulfonyl chloride were converted to yield Methanesulfonic acid 5-[3-(4-bromo-phenyl)-benzo[d]isothiazol-6-yl]-pent-4-ynyl ester, MS: 450 (MH+, 1Br).